From a dataset of the Open Reaction Database (ORD), a public repository of structured organic reaction records. describe an organic reaction: reactants, conditions, products, and yield The reactants are CCO, CCOC(=O)CNC(=O)c1c(O)n(C2CCCCC2)c(=O)n(Cc2ccc(CC)cc2)c1=O, [Na+], [OH-]. Product: CCc1ccc(Cn2c(=O)c(C(=O)NCC(=O)O)c(O)n(C3CCCCC3)c2=O)cc1. RXN SMILES: [CH3:36][CH2:37][OH:38].[CH:1]1([n:7]2[c:8](=[O:33])[n:9]([CH2:24][c:25]3[cH:26][cH:27][c:28]([CH2:31][CH3:32])[cH:29][cH:30]3)[c:10](=[O:23])[c:11]([C:14](=[O:15])[NH:16][CH2:17][C:18](=[O:19])[O:20][CH2:21][CH3:22])[c:12]2[OH:13])[CH2:2][CH2:3][CH2:4][CH2:5][CH2:6]1.[Na+:35].[OH-:34]>>[CH:1]1([n:7]2[c:8](=[O:33])[n:9]([CH2:24][c:25]3[cH:26][cH:27][c:28]([CH2:31][CH3:32])[cH:29][cH:30]3)[c:10](=[O:23])[c:11]([C:14](=[O:15])[NH:16][CH2:17][C:18](=[O:19])[OH:20])[c:12]2[OH:13])[CH2:2][CH2:3][CH2:4][CH2:5][CH2:6]1.